From a dataset of the Open Reaction Database (ORD), a public repository of structured organic reaction records. describe an organic reaction: reactants, conditions, products, and yield The reactants are OC1=CC(OC2=CC=C(C=C12)C)=O (4-hydroxy-6-methylcoumarin), [H-].[Na+] (sodium hydride), CI (methyl iodide). Solvent: C(C)(=O)OCC (ethyl acetate), [NH4+].[Cl-] (NH4Cl), CN(C=O)C (N,N-dimethylformamide). Conditions: time 30 minute. Yields the product COC1=CC(OC2=CC=C(C=C12)C)=O (4-methoxy-6-methylcoumarin). Yield: 43.3%. Reaction SMILES: [OH:1][C:2]1[C:11]2[C:6](=[CH:7][CH:8]=[C:9]([CH3:12])[CH:10]=2)[O:5][C:4](=[O:13])[CH:3]=1.[H-].[Na+].[CH3:16]I>CN(C)C=O.C(OCC)(=O)C.[NH4+].[Cl-]>[CH3:16][O:1][C:2]1[C:11]2[C:6](=[CH:7][CH:8]=[C:9]([CH3:12])[CH:10]=2)[O:5][C:4](=[O:13])[CH:3]=1 |f:1.2,6.7|. Procedure details: To a solution of 4-hydroxy-6-methylcoumarin (300 mg, 1.70 mmol) in 3.4 mL of dry N,N-dimethylformamide was added sodium hydride (89 mg, 55%, 2.0 mmol) under nitrogen at 0° C. After the reaction mixture was stirred at room temperature for 30 min, methyl iodide (0.16 mL, 2.6 mmol) was added with additional stirring for 30 min. The reaction mixture was diluted with 10 mL of ethyl acetate and 10 mL of saturated NH4Cl aqueous solution at 0° C., successively, and the solution was extracted with 100 mL... Starting materials: CC(C)(C)OC(=O)NC(Cc1ccc(Nc2ccccc2C(=O)O)cc1)C(=O)OCC[Si](C)(C)C, Cl, C1COCCO1. Product: C[Si](C)(C)CCOC(=O)C(N)Cc1ccc(Nc2ccccc2C(=O)O)cc1. Reaction SMILES: [C:1](=[O:2])([OH:3])[c:4]1[c:5]([NH:10][c:11]2[cH:12][cH:13][c:14]([CH2:15][CH:16]([NH:17][C:18]([O:19][C:20]([CH3:21])([CH3:22])[CH3:23])=[O:24])[C:25](=[O:26])[O:27][CH2:28][CH2:29][Si:30]([CH3:31])([CH3:32])[CH3:33])[cH:34][cH:35]2)[cH:6][cH:7][cH:8][cH:9]1.[ClH:36].[O:37]1[CH2:38][CH2:39][O:40][CH2:41][CH2:42]1>>[C:1](=[O:2])([OH:3])[c:4]1[c:5]([NH:10][c:11]2[cH:12][cH:13][c:14]([CH2:15][CH:16]([NH2:17])[C:25](=[O:26])[O:27][CH2:28][CH2:29][Si:30]([CH3:31])([CH3:32])[CH3:33])[cH:34][cH:35]2)[cH:6][cH:7][cH:8][cH:9]1. Starting materials: CN(C)C1(c2ccccc2)CCC2(CCNCC2)CC1, CN(C)C1(c2cccc(F)c2)CCC2(CC1)OCCO2. Yields the product CN(C)C1(c2cccc(F)c2)CCC(=O)CC1. As a reaction SMILES: [CH3:21][N:22]([CH3:23])[C:24]1([c:25]2[cH:26][cH:27][cH:28][cH:29][cH:30]2)[CH2:31][CH2:32][C:33]2([CH2:34][CH2:35][NH:36][CH2:37][CH2:38]2)[CH2:39][CH2:40]1.[F:1][c:2]1[cH:3][c:4]([C:8]2([N:18]([CH3:19])[CH3:20])[CH2:9][CH2:10][C:11]3([O:12][CH2:15][CH2:14][O:13]3)[CH2:16][CH2:17]2)[cH:5][cH:6][cH:7]1>>[F:1][c:2]1[cH:3][c:4]([C:8]2([N:18]([CH3:19])[CH3:20])[CH2:9][CH2:10][C:11](=[O:12])[CH2:16][CH2:17]2)[cH:5][cH:6][cH:7]1. The reactants are CN(C)c1ccncc1, COc1cc2nccc(Cl)c2cc1OC, Clc1ccccc1Cl, O=C(Nc1ccccc1)c1ccccc1O. Yields the product COc1cc2nccc(Oc3ccccc3C(=O)Nc3ccccc3)c2cc1OC. RXN SMILES: [CH3:32][N:33]([CH3:34])[c:35]1[cH:36][cH:37][n:38][cH:39][cH:40]1.[Cl:1][c:2]1[cH:3][cH:4][n:5][c:6]2[cH:7][c:8]([O:14][CH3:15])[c:9]([O:12][CH3:13])[cH:10][c:11]12.[Cl:41][c:42]1[cH:43][cH:44][cH:45][cH:46][c:47]1[Cl:48].[OH:16][c:17]1[cH:18][cH:19][cH:20][cH:21][c:22]1[C:23](=[O:24])[NH:25][c:26]1[cH:27][cH:28][cH:29][cH:30][cH:31]1>>[c:2]1([O:16][c:17]2[cH:18][cH:19][cH:20][cH:21][c:22]2[C:23](=[O:24])[NH:25][c:26]2[cH:27][cH:28][cH:29][cH:30][cH:31]2)[cH:3][cH:4][n:5][c:6]2[cH:7][c:8]([O:14][CH3:15])[c:9]([O:12][CH3:13])[cH:10][c:11]12. The reactants are CNC, CC(C)O, CCOC(C)=O, CC(C)=O, Cl, Cl, O=C1CC(c2ccc([N+](=O)[O-])cc2)Oc2ccccc21. The product is C=C1C(=O)c2ccccc2OC1c1ccc([N+](=O)[O-])cc1. As a reaction SMILES: [CH3:22][NH:23][CH3:24].[CH3:26][CH:27]([OH:28])[CH3:29].[CH3:30][CH2:31][O:32][C:33](=[O:34])[CH3:35].[CH3:36][C:37](=[O:38])[CH3:39].[ClH:21].[ClH:25].[N+:1](=[O:2])([O-:3])[c:4]1[cH:5][cH:6][c:7]([CH:8]2[O:9][c:10]3[cH:11][cH:12][cH:13][cH:14][c:15]3[C:16](=[O:18])[CH2:17]2)[cH:19][cH:20]1>>[N+:1](=[O:2])([O-:3])[c:4]1[cH:5][cH:6][c:7]([CH:8]2[O:9][c:10]3[cH:11][cH:12][cH:13][cH:14][c:15]3[C:16](=[O:18])[C:17]2=[CH2:22])[cH:19][cH:20]1. Starting materials: c1ccc(COc2ccc(OCCN3CCN(c4ccccc4)CC3)cc2)cc1, CCO. Product: Oc1ccc(OCCN2CCN(c3ccccc3)CC2)cc1. As a reaction SMILES: [CH2:1]([c:2]1[cH:3][cH:4][cH:5][cH:6][cH:7]1)[O:8][c:9]1[cH:10][cH:11][c:12]([O:13][CH2:14][CH2:15][N:16]2[CH2:17][CH2:18][N:19]([c:22]3[cH:23][cH:24][cH:25][cH:26][cH:27]3)[CH2:20][CH2:21]2)[cH:28][cH:29]1.[CH3:30][CH2:31][OH:32]>>[OH:8][c:9]1[cH:10][cH:11][c:12]([O:13][CH2:14][CH2:15][N:16]2[CH2:17][CH2:18][N:19]([c:22]3[cH:23][cH:24][cH:25][cH:26][cH:27]3)[CH2:20][CH2:21]2)[cH:28][cH:29]1.